From a dataset of the Open Reaction Database (ORD), a public repository of structured organic reaction records. describe an organic reaction: reactants, conditions, products, and yield Product: CN(C)CC1=NN=C(O1)C1=CC(=C(N)C=C1)OC (4-{5-[(dimethylamino)methyl]-1,3,4-oxadiazol-2-yl}-2-(methyloxy)aniline). Conditions: temperature 60 celsius. Starting materials: ClCC=1OC(=NN1)C1=CC(=C(C=C1)[N+](=O)[O-])OC (2-(chloromethyl)-5-[3-(methyloxy)-4-nitrophenyl]-1,3,4-oxadiazole), CNC (dimethylamine), C(=O)(O)[O-].[Na+] (NaHCO3). As a reaction SMILES: Cl[CH2:2][C:3]1[O:4][C:5]([C:8]2[CH:13]=[CH:12][C:11]([N+:14]([O-])=O)=[C:10]([O:17][CH3:18])[CH:9]=2)=[N:6][N:7]=1.[CH3:19][NH:20][CH3:21].C([O-])(O)=O.[Na+]>O1CCOCC1>[CH3:19][N:20]([CH2:2][C:3]1[O:4][C:5]([C:8]2[CH:13]=[CH:12][C:11]([NH2:14])=[C:10]([O:17][CH3:18])[CH:9]=2)=[N:6][N:7]=1)[CH3:21] |f:2.3|. Run in O1CCOCC1 (dioxane). Procedure: To 2-(chloromethyl)-5-[3-(methyloxy)-4-nitrophenyl]-1,3,4-oxadiazole (0.399 g, 1.48 mmol) in dioxane (10 mL) was added dimethylamine (1.87 mL, 40% weight in H2O, 14.8 mmol). The reaction was heated at 60° C. overnight. The reaction was poured into half saturated NaHCO3, extracted with DCM and EtOAc, dried (MgSO4) and concentrated. The residue was taken up in EtOAc (20 mL) and Pd on carbon was added in one portion. The mixture was stirred at rt under H2 (1 atm.) until complete by TLC. The reactio... The yield is 89.2%. Starting materials: FC=1C(=C2CC(NC2=CC1)=O)/C(=C/C(C=1NC=CC1)=O)/I ((Z)-5-fluoro-4-[1-iodo-3-oxo-3-(1H-pyrrol-2-yl)-propenyl]-1,3-dihydro-indol-2-one), C(CO)O (ethylene glycol), [H-].[Na+] (NaH). Conditions: time 30 minute. Product: FC=1C=2C3=C(C(NC3=CC1)=O)C(=CC2OCCO)C=2NC=CC2 (6-fluoro-5-(2-hydroxy-ethoxy)-3-(1H-pyrrol-2-yl)-1H-benzo[cd]indol-2-one). As a reaction SMILES: [F:1][C:2]1[C:3](/[C:12](/I)=[CH:13]/[C:14](=O)[C:15]2[NH:16][CH:17]=[CH:18][CH:19]=2)=[C:4]2[C:8](=[CH:9][CH:10]=1)[NH:7][C:6](=[O:11])[CH2:5]2.[H-].[Na+].[CH2:24]([OH:27])[CH2:25][OH:26]>>[F:1][C:2]1[C:3]2[C:4]3[C:8](=[CH:9][CH:10]=1)[NH:7][C:6](=[O:11])[C:5]=3[C:14]([C:15]1[NH:16][CH:17]=[CH:18][CH:19]=1)=[CH:13][C:12]=2[O:26][CH2:25][CH2:24][OH:27] |f:1.2|. Procedure: To a suspension of (Z)-5-fluoro-4-[1-iodo-3-oxo-3-(1H-pyrrol-2-yl)-propenyl]-1,3-dihydro-indol-2-one (from Example 8 above) (396 mg, 1.0 mmol) in ethylene glycol (Fisher Scientific, 60 mL) was added NaH (Aldrich, 95%, 2.0 g, 79.2 mmol) in portions at room temperature. After stirring at room temperature for 30 minutes, the reaction mixture was heated under reflux for 2 hours. The reaction was quenched by pouring the reaction mixture into an ice-cold saturated aqueous ammonium chloride solution (1... Reactants: COc1ccc(C(=O)CBr)cc1, CCc1cc2c(=O)[nH]c(=O)n(Cc3ccc(-c4ccc(F)cc4C#N)cc3)c2s1, CN(C)C=O, CCOC(C)=O, [H-], [Na+]. Product: CCc1cc2c(=O)n(CC(=O)c3ccc(OC)cc3)c(=O)n(Cc3ccc(-c4ccc(F)cc4C#N)cc3)c2s1. As a reaction SMILES: [Br:30][CH2:31][C:32](=[O:33])[c:34]1[cH:35][cH:36][c:37]([O:40][CH3:41])[cH:38][cH:39]1.[CH2:1]([CH3:2])[c:3]1[cH:4][c:5]2[c:6]([n:7]([CH2:13][c:14]3[cH:15][cH:16][c:17](-[c:20]4[c:21]([C:27]#[N:28])[cH:22][c:23]([F:26])[cH:24][cH:25]4)[cH:18][cH:19]3)[c:8](=[O:12])[nH:9][c:10]2=[O:11])[s:29]1.[CH3:42][N:43]([CH3:44])[CH:45]=[O:46].[CH3:49][CH2:50][O:51][C:52](=[O:53])[CH3:54].[H-:47].[Na+:48]>>[CH2:1]([CH3:2])[c:3]1[cH:4][c:5]2[c:6]([n:7]([CH2:13][c:14]3[cH:15][cH:16][c:17](-[c:20]4[c:21]([C:27]#[N:28])[cH:22][c:23]([F:26])[cH:24][cH:25]4)[cH:18][cH:19]3)[c:8](=[O:12])[n:9]([CH2:31][C:32](=[O:33])[c:34]3[cH:35][cH:36][c:37]([O:40][CH3:41])[cH:38][cH:39]3)[c:10]2=[O:11])[s:29]1. Reactants: O=C(Cl)C1CC1, Cl, O=C(NC1CCNC1)c1c[nH]c2c(-c3c(OCC4CC4)ccc4c3OCO4)ncnc12. Product: O=C(NC1CCN(C(=O)C2CC2)C1)c1c[nH]c2c(-c3c(OCC4CC4)ccc4c3OCO4)ncnc12. As a reaction SMILES: [CH:33]1([C:36](=[O:37])[Cl:38])[CH2:34][CH2:35]1.[ClH:1].[NH:2]1[CH2:3][CH:4]([NH:7][C:8](=[O:9])[c:10]2[cH:11][nH:12][c:13]3[c:14]2[n:15][cH:16][n:17][c:18]3-[c:19]2[c:20]([O:28][CH2:29][CH:30]3[CH2:31][CH2:32]3)[cH:21][cH:22][c:23]3[c:27]2[O:26][CH2:25][O:24]3)[CH2:5][CH2:6]1>>[N:2]1([C:36]([CH:33]2[CH2:34][CH2:35]2)=[O:37])[CH2:3][CH:4]([NH:7][C:8](=[O:9])[c:10]2[cH:11][nH:12][c:13]3[c:14]2[n:15][cH:16][n:17][c:18]3-[c:19]2[c:20]([O:28][CH2:29][CH:30]3[CH2:31][CH2:32]3)[cH:21][cH:22][c:23]3[c:27]2[O:26][CH2:25][O:24]3)[CH2:5][CH2:6]1. Reactants: Cl.C(C)(C)NO (N-isopropylhydroxylamine hydrochloride), [OH-].[Na+] (sodium hydroxide), CC1=C(C=C(C(=C1)C)C)N=C=O (2,4,5-trimethylphenyl isocyanate), C(C)OCC (diethyl ether). Solvent: O (water), O (water). Reaction conditions: time 10 minute. Yields the product ON(C(=O)NC1=C(C=C(C(=C1)C)C)C)C(C)C (1-Hydroxy-1-(1-methylethyl)-3-(2,4,5-trimethylphenyl)urea). Yield: 67.7%. RXN SMILES: Cl.[CH:2]([NH:5][OH:6])([CH3:4])[CH3:3].C(OCC)C.[OH-].[Na+].[CH3:14][C:15]1[CH:20]=[C:19]([CH3:21])[C:18]([CH3:22])=[CH:17][C:16]=1[N:23]=[C:24]=[O:25]>O>[OH:6][N:5]([CH:2]([CH3:4])[CH3:3])[C:24]([NH:23][C:16]1[CH:17]=[C:18]([CH3:22])[C:19]([CH3:21])=[CH:20][C:15]=1[CH3:14])=[O:25] |f:0.1,3.4|. Reported procedure: A solution of N-isopropylhydroxylamine hydrochloride (1.85 g, 16.5 mmol) in water (5 mL) was combined with diethyl ether (50 mL) then cooled in an ice bath. A solution of sodium hydroxide (0.72 g, 18 mmol) in water (10 mL) was added over a 10 minute period. The reaction mixture was stirred for 10 minutes then 2,4,5-trimethylphenyl isocyanate (2.42 g, 15 mmol) was added as a solid. The reaction mixture was stirred at ambient temperature for 18 hours. A white solid was isolated by filtration then ... Reactants: CS(=O)C=1C=C(C(=O)OC)C=CC1 (methyl 3-(methylsulfinyl)benzoate), FC(C(=O)N)(F)F (2,2,2-trifluoroacetamide), [O-2].[Mg+2] (magnesium oxide), rhodium(II)acetate, C(C)(=O)O.C(C)(=O)O.IC1=CC=CC=C1 (iodobenzene diacetate), C(=O)([O-])[O-].[K+].[K+] (K2CO3). Solvent: ClCCl (dichloromethane). Reaction conditions: time 16 hour. Yields the product CS(=O)(=N)C=1C=C(C(=O)OC)C=CC1 (Methyl 3-(S-methylsulfonimidoyl)benzoate). Yield: 74.2%. As a reaction SMILES: [CH3:1][S:2]([C:4]1[CH:5]=[C:6]([CH:11]=[CH:12][CH:13]=1)[C:7]([O:9][CH3:10])=[O:8])=[O:3].FC(F)(F)C([NH2:18])=O.[O-2].[Mg+2].C(O)(=O)C.C(O)(=O)C.IC1C=CC=CC=1.C([O-])([O-])=O.[K+].[K+]>ClCCl>[CH3:1][S:2]([C:4]1[CH:5]=[C:6]([CH:11]=[CH:12][CH:13]=1)[C:7]([O:9][CH3:10])=[O:8])(=[NH:18])=[O:3] |f:2.3,4.5.6,7.8.9|. Procedure: A solution of methyl 3-(methylsulfinyl)benzoate (3.23 g, 16.3 mmol), 2,2,2-trifluoroacetamide (3.69 g, 32.6 mmol), magnesium oxide (1.97 g, 48.9 mmol), rhodium(II)acetate dimer (0.18 g, 0.408 mmol), and iodobenzene diacetate (7.88 g, 24.5 mmol) in 150 ml dichloromethane was stirred at room temperature. After 16 hours, the mixture was filtered past filter agent (Celite), rinsed with chloroform, and rotary evaporated. The sample was dissolved in EtOAc, washed with brine/dilute HCl, brine, dried wi...